This data is from the Open Reaction Database (ORD), a public repository of structured organic reaction records. The task is: describe an organic reaction: reactants, conditions, products, and yield Reactants: Pd(t-BuP)2, C(C1=CC=CC=C1)N1N=CC2=C1N=C(C=C2C(=O)OCC2=CC=CC=C2)Cl (benzyl 1-benzyl-6-chloro-1H-pyrazolo[3,4-b]pyridine-4-carboxylate), FC1(CC(=CC=C1)B(O)O)C(=O)OC (3-fluoro-3-methoxycarbonylphenylboronic acid), C([O-])([O-])=O.[Cs+].[Cs+] (caesium carbonate), CN(C)C=O (DMF). Reagents/catalysts: C=1C=CC(=CC1)[P](C=2C=CC=CC2)(C=3C=CC=CC3)[Pd]([P](C=4C=CC=CC4)(C=5C=CC=CC5)C=6C=CC=CC6)([P](C=7C=CC=CC7)(C=8C=CC=CC8)C=9C=CC=CC9)[P](C=1C=CC=CC1)(C=1C=CC=CC1)C=1C=CC=CC1 (Pd(PPh3)4). Conditions: temperature 80 celsius, time 2 hour. Yields the product C(C1=CC=CC=C1)N1N=CC2=C1N=C(C=C2C(=O)OCC2=CC=CC=C2)C2=CC(=C(C=C2)F)C(=O)OC (benzyl 1-benzyl-6-[4-fluoro-3-(methoxycarbonyl)phenyl]-1H-pyrazolo[3,4-b]pyridine-4-carboxylate). Yield: 62.0%. As a reaction SMILES: [CH2:1]([N:8]1[C:12]2[N:13]=[C:14](Cl)[CH:15]=[C:16]([C:17]([O:19][CH2:20][C:21]3[CH:26]=[CH:25][CH:24]=[CH:23][CH:22]=3)=[O:18])[C:11]=2[CH:10]=[N:9]1)[C:2]1[CH:7]=[CH:6][CH:5]=[CH:4][CH:3]=1.[F:28][C:29]1(C(OC)=O)[CH:34]=[CH:33][CH:32]=[C:31](B(O)O)[CH2:30]1.[C:42](=[O:45])([O-])[O-:43].[Cs+].[Cs+].[CH3:48]N(C=O)C>C1C=CC([P]([Pd]([P](C2C=CC=CC=2)(C2C=CC=CC=2)C2C=CC=CC=2)([P](C2C=CC=CC=2)(C2C=CC=CC=2)C2C=CC=CC=2)[P](C2C=CC=CC=2)(C2C=CC=CC=2)C2C=CC=CC=2)(C2C=CC=CC=2)C2C=CC=CC=2)=CC=1>[CH2:1]([N:8]1[C:12]2[N:13]=[C:14]([C:32]3[CH:33]=[CH:34][C:29]([F:28])=[C:30]([C:42]([O:43][CH3:48])=[O:45])[CH:31]=3)[CH:15]=[C:16]([C:17]([O:19][CH2:20][C:21]3[CH:26]=[CH:25][CH:24]=[CH:23][CH:22]=3)=[O:18])[C:11]=2[CH:10]=[N:9]1)[C:2]1[CH:7]=[CH:6][CH:5]=[CH:4][CH:3]=1 |f:2.3.4,^1:56,58,77,96|. Procedure: The catalyst Pd(t-BuP)2 (2.03, 3.97 mmol) or Pd(PPh3)4 (4.58 g/4.0 mmol) is added to a suspension of benzyl 1-benzyl-6-chloro-1H-pyrazolo[3,4-b]pyridine-4-carboxylate (15.0 g/40 mol), 3-fluoro-3-methoxycarbonylphenylboronic acid (15.7 g/79 mol) and caesium carbonate (25.9 g/0.079 mol) in 125 mL of anhydrous DMF under argon. The mixture is stirred at 80° C. for 2 hours under argon. The reaction mixture is hot-filtered through talc, run into a saturated aqueous solution of NaHCO3 and extracted wit... Starting materials: C(C)C1=C(OCCN2CCCC2)C=CC=C1 (1-[2-(2-ethylphenoxy)ethyl]pyrrolidine), II (iodine). The reagents and catalysts are O.O.O.O.O.O.O.O.O.[N+](=O)([O-])[O-].[Fe+2].[N+](=O)([O-])[O-] (iron (II) nitrate nonahydrate). Run in C(Cl)Cl (DCM). Conditions: time 12 hour. Yields the product IC1=CC(=C(OCCN2CCCC2)C=C1)CC (1-[2-(4-iodo-2-ethylphenoxy)ethyl]pyrrolidine). RXN SMILES: [CH2:1]([C:3]1[CH:16]=[CH:15][CH:14]=[CH:13][C:4]=1[O:5][CH2:6][CH2:7][N:8]1[CH2:12][CH2:11][CH2:10][CH2:9]1)[CH3:2].[I:17]I>C(Cl)Cl.O.O.O.O.O.O.O.O.O.[N+]([O-])([O-])=O.[Fe+2].[N+]([O-])([O-])=O>[I:17][C:15]1[CH:14]=[CH:13][C:4]([O:5][CH2:6][CH2:7][N:8]2[CH2:9][CH2:10][CH2:11][CH2:12]2)=[C:3]([CH2:1][CH3:2])[CH:16]=1 |f:3.4.5.6.7.8.9.10.11.12.13.14|. Procedure details: A finely triturated mixture of 0.8 g of silica gel (0.2-0.5 mm) and 0.41 g (1.00 mmol) of iron (II) nitrate nonahydrate was added to a solution of 0.44 g (2.01 mmol) of 1-[2-(2-ethylphenoxy)ethyl]pyrrolidine and 0.28 g (1.10 mmol) of iodine in 5 mL of DCM and the mixture was stirred for 12 hours at RT. The reaction mixture was filtered and the filtrate was evaporated down in vacuo. The residue was purified by column chromatography (silica gel, DCM/MeOH/sat. aqueous ammonia 9:1:0.1). Yield: 0.286... Reactants: ClC=1C=C(C=CC1S(=O)(=O)C)C(C(=O)NC1=NC=C(N=C1)C=O)CC1CCCC1 (2-(3-chloro-4-methanesulfonyl-phenyl)-3-cyclopentyl-N-(5-formyl-pyrazin-2-yl)-propionamide), solution, C[Mg]Cl (methylmagnesium chloride). The solvent is C(C)OCC (diethyl ether), C(C)OCC (diethyl ether). Run at temperature 0 celsius, time 1 hour. The product is ethyl acetate hexanes, ClC=1C=C(C=CC1S(=O)(=O)C)C(C(=O)NC1=NC=C(N=C1)C(C)O)CC1CCCC1 (2-(3-chloro-4-methanesulfonyl-phenyl)-3-cyclopentyl-N-[5-(1-hydroxy-ethyl)-pyrazin-2-yl]-propionamide). The yield is 62.0%. RXN SMILES: [Cl:1][C:2]1[CH:3]=[C:4]([CH:12]([CH2:24][CH:25]2[CH2:29][CH2:28][CH2:27][CH2:26]2)[C:13]([NH:15][C:16]2[CH:21]=[N:20][C:19]([CH:22]=[O:23])=[CH:18][N:17]=2)=[O:14])[CH:5]=[CH:6][C:7]=1[S:8]([CH3:11])(=[O:10])=[O:9].[CH3:30][Mg]Cl>C(OCC)C>[Cl:1][C:2]1[CH:3]=[C:4]([CH:12]([CH2:24][CH:25]2[CH2:26][CH2:27][CH2:28][CH2:29]2)[C:13]([NH:15][C:16]2[CH:21]=[N:20][C:19]([CH:22]([OH:23])[CH3:30])=[CH:18][N:17]=2)=[O:14])[CH:5]=[CH:6][C:7]=1[S:8]([CH3:11])(=[O:9])=[O:10]. Procedure details: A solution of 2-(3-chloro-4-methanesulfonyl-phenyl)-3-cyclopentyl-N-(5-formyl-pyrazin-2-yl)-propionamide (prepared as in Example 18, 218 mg, 0.5 mmol) in diethyl ether (15 mL) at 0° C. was slowly treated with 3.0M solution of methylmagnesium chloride in diethyl ether (0.35 mL, 1.05 mmol). After complete addition, the reaction mixture was stirred at 0° C. for 1 h. The reaction was then quenched by the dropwise addition of a 1N aqueous hydrochloric acid solution. The reaction was then diluted with... Starting materials: C(C1=CC=CC=C1)N1N=C(C(=C1)C(=O)OCC)OCC1=CC(=C(C=C1)OCC=1N=C(OC1C)C=1OC=CC1)O (ethyl 1-benzyl-3-[(4-{[2-(2-furyl)-5-methyl-1,3-oxazol-4-yl]methoxy}-3-hydroxybenzyl)oxy]-1H-pyrazole-4-carboxylate), [H-].[Al+3].[Li+].[H-].[H-].[H-] (lithium aluminum hydride), O.O.O.O.O.O.O.O.O.O.S(=O)(=O)([O-])[O-].[Na+].[Na+] (Sodium sulfate decahydrate). The solvent is C(C)(=O)OCC (ethyl acetate), O1CCCC1 (tetrahydrofuran). Reaction conditions: time 1 hour. Product: C(C1=CC=CC=C1)N1N=C(C(=C1)CO)OCC1=CC(=C(C=C1)OCC=1N=C(OC1C)C=1OC=CC1)O ({1-benzyl-3-[(4-{[2-(2-furyl)-5-methyl-1,3-oxazol-4-yl]methoxy}-3-hydroxybenzyl)oxy]-1H-pyrazol-4-yl}methanol). Yield: 63.4%. Reaction SMILES: [CH2:1]([N:8]1[CH:12]=[C:11]([C:13](OCC)=[O:14])[C:10]([O:18][CH2:19][C:20]2[CH:25]=[CH:24][C:23]([O:26][CH2:27][C:28]3[N:29]=[C:30]([C:34]4[O:35][CH:36]=[CH:37][CH:38]=4)[O:31][C:32]=3[CH3:33])=[C:22]([OH:39])[CH:21]=2)=[N:9]1)[C:2]1[CH:7]=[CH:6][CH:5]=[CH:4][CH:3]=1.[H-].[Al+3].[Li+].[H-].[H-].[H-].O.O.O.O.O.O.O.O.O.O.S([O-])([O-])(=O)=O.[Na+].[Na+]>O1CCCC1.C(OCC)(=O)C>[CH2:1]([N:8]1[CH:12]=[C:11]([CH2:13][OH:14])[C:10]([O:18][CH2:19][C:20]2[CH:25]=[CH:24][C:23]([O:26][CH2:27][C:28]3[N:29]=[C:30]([C:34]4[O:35][CH:36]=[CH:37][CH:38]=4)[O:31][C:32]=3[CH3:33])=[C:22]([OH:39])[CH:21]=2)=[N:9]1)[C:2]1[CH:3]=[CH:4][CH:5]=[CH:6][CH:7]=1 |f:1.2.3.4.5.6,7.8.9.10.11.12.13.14.15.16.17.18.19|. Procedure details: To a solution of ethyl 1-benzyl-3-[(4-{[2-(2-furyl)-5-methyl-1,3-oxazol-4-yl]methoxy}-3-hydroxybenzyl)oxy]-1H-pyrazole-4-carboxylate (0.60 g) in tetrahydrofuran (10 mL) was added lithium aluminum hydride (0.07 g) at 0° C. and the mixture was stirred at room temperature for 1 hr. Sodium sulfate decahydrate (0.55 g) was added to the reaction mixture, and the mixture was stirred at room temperature for 30 min. The reaction mixture was diluted with ethyl acetate and the precipitate was filtered off,... Reagents/catalysts: C=1C=CC(=CC1)/C=C/C(=O)/C=C/C2=CC=CC=C2.C=1C=CC(=CC1)/C=C/C(=O)/C=C/C2=CC=CC=C2.C=1C=CC(=CC1)/C=C/C(=O)/C=C/C2=CC=CC=C2.[Pd].[Pd] (Pd2(dba)3), C1(CCCCC1)P(C1CCCCC1)C1CCCCC1 (tricyclohexylphosphine). Isolated yield 66.2%. Reaction SMILES: Cl[C:2]1[C:11]2[C:6](=[C:7]([C:12]3[CH:17]=[CH:16][CH:15]=[CH:14][CH:13]=3)[CH:8]=[CH:9][CH:10]=2)[C:5]([Cl:18])=[N:4][N:3]=1.CC1(C)C(C)(C)OB([C:27]2[CH:28]=[C:29]([NH2:33])[CH:30]=[N:31][CH:32]=2)O1.[O-]P([O-])([O-])=O.[K+].[K+].[K+].C(NS(C1C=NC=C(C2C3C(=C(C4C=CC=CC=4)C=CC=3)C(Cl)=NN=2)C=1)(=O)=O)(C)(C)C>C1C=CC(/C=C/C(/C=C/C2C=CC=CC=2)=O)=CC=1.C1C=CC(/C=C/C(/C=C/C2C=CC=CC=2)=O)=CC=1.C1C=CC(/C=C/C(/C=C/C2C=CC=CC=2)=O)=CC=1.[Pd].[Pd].C1(P(C2CCCCC2)C2CCCCC2)CCCCC1>[Cl:18][C:5]1[C:6]2[C:11](=[CH:10][CH:9]=[CH:8][C:7]=2[C:12]2[CH:17]=[CH:16][CH:15]=[CH:14][CH:13]=2)[C:2]([C:27]2[CH:28]=[C:29]([NH2:33])[CH:30]=[N:31][CH:32]=2)=[N:3][N:4]=1 |f:2.3.4.5,7.8.9.10.11|. Reactants: C(C)(C)(C)NS(=O)(=O)C=1C=NC=C(C1)C1=NN=C(C2=C(C=CC=C12)C1=CC=CC=C1)Cl (N-(tert-butyl)-5-(4-chloro-5-phenylphthalazin-1-yl)pyridine-3-sulfonamide), ClC1=NN=C(C2=C(C=CC=C12)C1=CC=CC=C1)Cl (1,4-dichloro-5-phenylphthalazine), CC1(OB(OC1(C)C)C=1C=C(C=NC1)N)C (5-(4,4,5,5-tetramethyl-1,3,2-dioxaborolan-2-yl)pyridin-3-amine), [O-]P(=O)([O-])[O-].[K+].[K+].[K+] (K3PO4). Yields the product ClC1=NN=C(C2=CC=CC(=C12)C1=CC=CC=C1)C=1C=C(C=NC1)N (5-(4-Chloro-5-phenylphthalazin-1-yl)pyridin-3-amine). Procedure: 5-(4-Chloro-5-phenylphthalazin-1-yl)pyridin-3-amine (0.800 g, 66.1% yield) was prepared from 1,4-dichloro-5-phenylphthalazine (1.00 g, 3.63 mmol), 5-(4,4,5,5-tetramethyl-1,3,2-dioxaborolan-2-yl)pyridin-3-amine (0.960 g, 4.36 mmol, commercial), K3PO4 (0.772 g, 3.63 mmol), Pd2(dba)3 (0.0330 g, 0.0360 mmol) and tricyclohexylphosphine (0.0200 g, 0.0730 mmol) by the methods described for the preparation of N-(tert-butyl)-5-(4-chloro-5-phenylphthalazin-1-yl)pyridine-3-sulfonamide in Example 1. The cru... Reactants: [Al+3], Cc1oc(-c2ccc(-c3ccc(S(C)(=O)=O)cc3)nc2)nc1CC(=O)N1CCCC1C, [H-], [H-], [H-], [H-], [Li+], C1CCOC1. Product: Cc1oc(-c2ccc(-c3ccc(S(C)(=O)=O)cc3)nc2)nc1CCN1CCCC1C. RXN SMILES: [Al+3:33].[CH3:1][S:2](=[O:3])(=[O:4])[c:5]1[cH:6][cH:7][c:8](-[c:11]2[cH:12][cH:13][c:14](-[c:17]3[o:18][c:19]([CH3:31])[c:20]([CH2:22][C:23](=[O:24])[N:25]4[CH:26]([CH3:30])[CH2:27][CH2:28][CH2:29]4)[n:21]3)[cH:15][n:16]2)[cH:9][cH:10]1.[H-:32].[H-:35].[H-:36].[H-:37].[Li+:34].[O:38]1[CH2:39][CH2:40][CH2:41][CH2:42]1>>[CH3:1][S:2](=[O:3])(=[O:4])[c:5]1[cH:6][cH:7][c:8](-[c:11]2[cH:12][cH:13][c:14](-[c:17]3[o:18][c:19]([CH3:31])[c:20]([CH2:22][CH2:23][N:25]4[CH:26]([CH3:30])[CH2:27][CH2:28][CH2:29]4)[n:21]3)[cH:15][n:16]2)[cH:9][cH:10]1. Reactants: FC(C1=CC=C(C=C1)B(O)O)(F)F ([4-(trifluoromethyl)phenyl]boronic acid), BrC1=CC=C(C=O)C=C1 (4-bromobenzaldehyde). The product is FC(C1=CC=C(C=C1)C1=CC=C(C=C1)C=O)(F)F (4′-(trifluoromethyl)-4-biphenylcarbaldehyde). RXN SMILES: [F:1][C:2]([F:13])([F:12])[C:3]1[CH:8]=[CH:7][C:6](B(O)O)=[CH:5][CH:4]=1.Br[C:15]1[CH:22]=[CH:21][C:18]([CH:19]=[O:20])=[CH:17][CH:16]=1>>[F:1][C:2]([F:13])([F:12])[C:3]1[CH:8]=[CH:7][C:6]([C:15]2[CH:22]=[CH:21][C:18]([CH:19]=[O:20])=[CH:17][CH:16]=2)=[CH:5][CH:4]=1. Reported procedure: The title compound was prepared by a procedure similar to that described for D83 starting from [4-(trifluoromethyl)phenyl]boronic acid and 4-bromobenzaldehyde. LC-MS (ESI): m/z 251 [M+H]+; 3.63 min (ret time).